Dataset: the Open Reaction Database (ORD), a public repository of structured organic reaction records. Task: describe an organic reaction: reactants, conditions, products, and yield The reactants are sulphoxide, CS(=O)C (DMSO), BrC1=CC=C(C=O)C=C1 (p-bromobenzaldehyde). Yields the product BrC1=CC=C(C=C1)C.C1(=CC=CC=C1)S(=O)C1=CC=CC=C1 (p-Bromotoluene Diphenyl Sulphoxide). As a reaction SMILES: [Br:1][C:2]1[CH:9]=[CH:8][C:5]([CH:6]=O)=[CH:4][CH:3]=1.[CH3:10][S:11]([CH3:13])=[O:12]>>[Br:1][C:2]1[CH:9]=[CH:8][C:5]([CH3:6])=[CH:4][CH:3]=1.[C:10]1([S:11]([C:13]2[CH:6]=[CH:5][CH:8]=[CH:9][CH:2]=2)=[O:12])[CH:8]=[CH:9][CH:2]=[CH:3][CH:4]=1 |f:2.3|. Procedure details: The yield of p-bromobenzaldehyde is 66%. Compared with the reaction with DMSO as sulphoxide, the yield is thus higher by a factor of 1.94. The difference between the ionisation potentials is 0.2 eV in this case.